Task: describe an organic reaction: reactants, conditions, products, and yield. Dataset: the Open Reaction Database (ORD), a public repository of structured organic reaction records Starting materials: COC(=O)CCCS(C)(=O)=NC(=O)c1c[nH]c(-c2cc(Oc3ccc(NC(=O)Nc4cccc(C)c4)cc3)ccn2)c1, CO, Cl, [Na+], [OH-], O. Yields the product Cc1cccc(NC(=O)Nc2ccc(Oc3ccnc(-c4cc(C(=O)N=S(C)(=O)CCCC(=O)O)c[nH]4)c3)cc2)c1. Reaction SMILES: [CH3:1][S:2](=[O:3])(=[N:4][C:5](=[O:6])[c:7]1[cH:8][nH:9][c:10](-[c:12]2[n:13][cH:14][cH:15][c:16]([O:18][c:19]3[cH:20][cH:21][c:22]([NH:25][C:26](=[O:27])[NH:28][c:29]4[cH:30][c:31]([CH3:35])[cH:32][cH:33][cH:34]4)[cH:23][cH:24]3)[cH:17]2)[cH:11]1)[CH2:36][CH2:37][CH2:38][C:39](=[O:40])[O:41][CH3:42].[CH3:47][OH:48].[ClH:46].[Na+:44].[OH-:43].[OH2:45]>>[CH3:1][S:2](=[O:3])(=[N:4][C:5](=[O:6])[c:7]1[cH:8][nH:9][c:10](-[c:12]2[n:13][cH:14][cH:15][c:16]([O:18][c:19]3[cH:20][cH:21][c:22]([NH:25][C:26](=[O:27])[NH:28][c:29]4[cH:30][c:31]([CH3:35])[cH:32][cH:33][cH:34]4)[cH:23][cH:24]3)[cH:17]2)[cH:11]1)[CH2:36][CH2:37][CH2:38][C:39](=[O:40])[OH:41]. Starting materials: ClC=1C=C(N)C=CC1Cl (3,4-dichloroaniline), C(C(=O)C)(=O)OCC(C)C (iso-butyl pyruvate). Yields the product C(C(C)C)OC([C@@H](NC1=CC(=C(C=C1)Cl)Cl)C)=O (N-(3,4-dichlorophenyl)alanine iso-butyl ester). Reaction SMILES: [Cl:1][C:2]1[CH:3]=[C:4]([CH:6]=[CH:7][C:8]=1[Cl:9])[NH2:5].[C:10]([O:15][CH2:16][CH:17]([CH3:19])[CH3:18])(=[O:14])[C:11]([CH3:13])=O>>[CH2:16]([O:15][C:10](=[O:14])[C@H:11]([CH3:13])[NH:5][C:4]1[CH:6]=[CH:7][C:8]([Cl:9])=[C:2]([Cl:1])[CH:3]=1)[CH:17]([CH3:19])[CH3:18]. Procedure: Following General Procedure AA above and using 3,4-dichloroaniline (Aldrich) and iso-butyl pyruvate (prepared by following General Procedure AO above), the title compound was prepared as an oil. The reaction was monitored by tlc on silica gel (Rf=0.55 in 25% EtOAc/hexanes) and purification was by preparative plate chromatography (silica gel using 25% EtOAc/hexanes as the eluant). Reactants: C[O-].[Na+] (sodium methoxide), C[O-].[Na+] (sodium methoxide), O1C(=CC=C1)C1=C(C=C(C=C1)C(C)=O)C(=O)OC (4-(2-furyl)-3-(methoxycarbonyl)phenyl-1-ethanone), FC(C(=O)OCC)(F)F (ethyl trifluoroacetate), Cl (hydrochloric acid). The solvent is CO (methanol), CC(C)(C)OC (MTBE), C(C)(=O)OCC (ethyl acetate). Reaction conditions: time 2 hour. Yields the product O1C(=CC=C1)C1=C(C=C(C=C1)C(CC(C(F)(F)F)=O)=O)C(=O)OC (1-[4-(2-Furyl)3-(methoxycarbonyl)phenyl]-4,4,4-trifluoro-1,3-butanedione). As a reaction SMILES: [O:1]1[CH:5]=[CH:4][CH:3]=[C:2]1[C:6]1[CH:11]=[CH:10][C:9]([C:12](=[O:14])[CH3:13])=[CH:8][C:7]=1[C:15]([O:17][CH3:18])=[O:16].C[O-].[Na+].[F:22][C:23]([F:30])([F:29])[C:24](OCC)=[O:25].Cl>CC(OC)(C)C.CO.C(OCC)(=O)C>[O:1]1[CH:5]=[CH:4][CH:3]=[C:2]1[C:6]1[CH:11]=[CH:10][C:9]([C:12](=[O:14])[CH2:13][C:24](=[O:25])[C:23]([F:30])([F:29])[F:22])=[CH:8][C:7]=1[C:15]([O:17][CH3:18])=[O:16] |f:1.2|. Procedure: 4-(2-furyl)-3-(methoxycarbonyl)phenyl-1-ethanone (1.36 g, 5.57 mmol) was dissolved in MTBE (30 ml) at room temperature under nitrogen. Ethyl trifluroroacetate (0.87 g, 6.1 mmol) was added followed by a suspension of sodium methoxide (0.36 g, 6.7 mmol) in methanol (5 ml). After 2 hours of stirring, ethyl trifluoroacetate (2.03 g, 14.3 mmol) was added, followed by sodium methoxide (0.87 g, 6.1mmol). After an additional 18 hours, the mixture was poured into stirring ethyl acetate and dilute hydroch...